This data is from the Open Reaction Database (ORD), a public repository of structured organic reaction records. The task is: describe an organic reaction: reactants, conditions, products, and yield The reactants are C(C)(C)(C)OC(=O)NC(C(=O)O)C1=CC(=CC=C1)F (2-(tert-butoxycarbonylamino)-2-(3-fluorophenyl)acetic acid), C(=NC1CCCCC1)=NC1CCCCC1 (N,N′-methanediylidenedicyclohexanamine), N1(N=NC2=C1C=CC=C2)O (1H-benzo[d][1,2,3]triazol-1-ol), N12C[C@@H](C(CC1)CC2)O ((R)-quinuclidin-3-ol). Solvent: C1CCOC1 (THF). Yields the product C(C)(C)(C)OC(=O)NC(C(=O)O[C@H]1CN2CCC1CC2)C2=CC(=CC=C2)F ((R)-quinuclidin-3-yl 2-(tert-butoxycarbonylamino)-2-(3-fluorophenyl)acetate). The yield is 100.1%. Reaction SMILES: [C:1]([O:5][C:6]([NH:8][CH:9]([C:13]1[CH:18]=[CH:17][CH:16]=[C:15]([F:19])[CH:14]=1)[C:10]([OH:12])=[O:11])=[O:7])([CH3:4])([CH3:3])[CH3:2].C(=NC1CCCCC1)=NC1CCCCC1.N1(O)C2C=CC=CC=2N=N1.[N:45]12[CH2:52][CH2:51][CH:48]([CH2:49][CH2:50]1)[C@@H:47](O)[CH2:46]2>C1COCC1>[C:1]([O:5][C:6]([NH:8][CH:9]([C:13]1[CH:18]=[CH:17][CH:16]=[C:15]([F:19])[CH:14]=1)[C:10]([O:12][C@@H:47]1[CH:48]2[CH2:51][CH2:52][N:45]([CH2:50][CH2:49]2)[CH2:46]1)=[O:11])=[O:7])([CH3:4])([CH3:2])[CH3:3]. Reported procedure: To a solution of 2-(tert-butoxycarbonylamino)-2-(3-fluorophenyl)acetic acid (I52) (1.10 g, 4.09 mmol) in THF (50 ml), were added N,N′-methanediylidenedicyclohexanamine (1.01 g, 4.90 mmol), 1H-benzo[d][1,2,3]triazol-1-ol (0.66 g, 4.90 mmol), and (R)-quinuclidin-3-ol (0.62 g, 4.90 mmol). The reaction was stirred at RT for hours, and the solvent was evaporated. The residue was taken up with DCM, the insoluble solid was filtered off, and the organic solution was washed twice with aq. Na2CO3 and then... The reactants are C(C1=CC=CC=C1)(C1=CC=CC=C1)=NN (benzophenonehydrazone), mercuric oxide, CCCCCC (n-hexane), NC1[C@@H]2N(C(=C(CS2)CSC2=CC(=NC=3N2N=C(N3)CO)C)C(=O)O)C1=O (7-amino-3-[(2-hydroxymethyl-5-methyl-s-triazolo[1,5-a]pyrimidin-7-yl)thiomethyl]-3-cephem-4-carboxylic acid), C1(=CC=CC=C1)C(=[N+]=[N-])C1=CC=CC=C1 (diphenyldiazomethane). The solvent is CCOCC (ether), CO (methanol), C(Cl)Cl (methylene chloride), C(Cl)Cl (methylene chloride). Yields the product NC1[C@@H]2N(C(=C(CS2)CSC2=CC(=NC=3N2N=C(N3)CO)C)C(=O)OC(C3=CC=CC=C3)C3=CC=CC=C3)C1=O (diphenylmethyl 7-amino-3-[(2-hydroxymethyl-5-methyl-s-triazolo[1,5-a]pyrimidin-7-yl)thiomethyl]-3-cephem-4-carboxylate). Reaction SMILES: [NH2:1][CH:2]1[C:26](=[O:27])[N:4]2[C:5]([C:23]([OH:25])=[O:24])=[C:6]([CH2:9][S:10][C:11]3[N:16]4[N:17]=[C:18]([CH2:20][OH:21])[N:19]=[C:15]4[N:14]=[C:13]([CH3:22])[CH:12]=3)[CH2:7][S:8][C@H:3]12.[C:28]1([C:34]([C:37]2[CH:42]=[CH:41][CH:40]=[CH:39][CH:38]=2)=[N+]=[N-])[CH:33]=[CH:32][CH:31]=[CH:30][CH:29]=1.C(=NN)(C1C=CC=CC=1)C1C=CC=CC=1.CCCCCC>CO.C(Cl)Cl.CCOCC>[NH2:1][CH:2]1[C:26](=[O:27])[N:4]2[C:5]([C:23]([O:25][CH:34]([C:28]3[CH:33]=[CH:32][CH:31]=[CH:30][CH:29]=3)[C:37]3[CH:42]=[CH:41][CH:40]=[CH:39][CH:38]=3)=[O:24])=[C:6]([CH2:9][S:10][C:11]3[N:16]4[N:17]=[C:18]([CH2:20][OH:21])[N:19]=[C:15]4[N:14]=[C:13]([CH3:22])[CH:12]=3)[CH2:7][S:8][C@H:3]12. Reported procedure: In a suspension of 17.48 g of 7-amino-3-[(2-hydroxymethyl-5-methyl-s-triazolo[1,5-a]pyrimidin-7-yl)thiomethyl]-3-cephem-4-carboxylic acid in 100 ml of methanol and 300 ml of methylene chloride was added dropwise diphenyldiazomethane as 50 ml of a methylene chloride solution, synthesized from 23.55 g of benzophenonehydrazone, 26 g of mercuric oxide (yellow) and 200 ml of n-hexane while stirring, and the mixture was stirred at room temperature overnight. After the reaction mixture was condensed, e... Reactants: S1C=CC2=C1C=CC(=C2)CCOCCCN2CC(CC2)N(C)C (1-(3-(2-(1-benzothiophene-5-yl)ethoxy)propyl)-N,N-dimethyl-3-pyrrolidinamine), Cl (hydrogen chloride). Run in C(C)(=O)OCC (ethyl acetate), C(C)(=O)OCC (ethyl acetate). Run at time 1 hour. The product is Cl.Cl.S1C=CC2=C1C=CC(=C2)CCOCCCN2CC(CC2)N(C)C (1-(3-(2-(1-benzothiophene-5-yl)ethoxy)propyl)-N,N-dimethyl-3-pyrrolidinamine dihydrochloride). As a reaction SMILES: [S:1]1[C:5]2[CH:6]=[CH:7][C:8]([CH2:10][CH2:11][O:12][CH2:13][CH2:14][CH2:15][N:16]3[CH2:20][CH2:19][CH:18]([N:21]([CH3:23])[CH3:22])[CH2:17]3)=[CH:9][C:4]=2[CH:3]=[CH:2]1.[ClH:24]>C(OCC)(=O)C>[ClH:24].[ClH:24].[S:1]1[C:5]2[CH:6]=[CH:7][C:8]([CH2:10][CH2:11][O:12][CH2:13][CH2:14][CH2:15][N:16]3[CH2:20][CH2:19][CH:18]([N:21]([CH3:23])[CH3:22])[CH2:17]3)=[CH:9][C:4]=2[CH:3]=[CH:2]1 |f:3.4.5|. Reported procedure: 0.39 g of 1-(3-(2-(1-benzothiophene-5-yl)ethoxy)propyl)-N,N-dimethyl-3-pyrrolidinamine was dissolved in 4.0 ml of ethyl acetate. Thereafter, 0.80 ml of an ethyl acetate solution containing 3.25 mol/l dry hydrogen chloride was added to the obtained solution, and the mixture was stirred at a room temperature for 1 hour and then at 5° C. for 1 hour. Thereafter, precipitated crystals were collected by filtration. The crystals were washed with ethyl acetate and then dried, so as to obtain 0.32 g of a... Reactants: aromatic polymer, CC(=O)CC(C)C (methylisobutyl ketone), C1(=CC=CC=C1)C (toluene). Yields the product C(C)C(CO)CCCC (2-ethylhexanol). Yield: 0.0%. As a reaction SMILES: C[C:2](CC(C)C)=[O:3].[C:8]1([CH3:14])[CH:13]=[CH:12][CH:11]=[CH:10][CH:9]=1>>[CH2:8]([CH:13]([CH2:12][CH2:11][CH2:10][CH3:9])[CH2:2][OH:3])[CH3:14]. Reported procedure: Subsequently, there were introduced into a four neck flask of the same type as used above 120 g of the aromatic polymer obtained above, 100 g of methylisobutyl ketone, 200 g of toluene, and 0.04 g of 2-ethylhexanol-modified chloroplatinic acid, followed by azeotropic dehydration for 1 hour. Thereafter, 80 g of organopolysiloxanes indicated in Table 1 were, respectively, dropped at a refluxing temperature in 30 minutes and agitated for reaction at the same temperature for 4 hours. The resulting p... Reactants: O=C1N(CCN1)CCOC1=C(C=O)C=CC=C1 (2-[2-(2-oxoimidazolidin-1-yl)ethoxy]benzaldehyde), NO (hydroxylamine). The solvent is CCO (EtOH), O (water), CCO (EtOH). Reaction conditions: temperature 5 celsius, time 6 hour. Product: O=C1N(CCN1)CCOC1=C(C=NO)C=CC=C1 (2-[2-(2-oxoimidazolidin-1-yl)ethoxy]benzaldehyde oxime). RXN SMILES: [O:1]=[C:2]1[NH:6][CH2:5][CH2:4][N:3]1[CH2:7][CH2:8][O:9][C:10]1[CH:17]=[CH:16][CH:15]=[CH:14][C:11]=1[CH:12]=O.[NH2:18][OH:19]>CCO.O>[O:1]=[C:2]1[NH:6][CH2:5][CH2:4][N:3]1[CH2:7][CH2:8][O:9][C:10]1[CH:17]=[CH:16][CH:15]=[CH:14][C:11]=1[CH:12]=[N:18][OH:19]. Reported procedure: A solution of 2-[2-(2-oxoimidazolidin-1-yl)ethoxy]benzaldehyde (10.0 g, 0.043 mol) in EtOH (100 mL) is heated to 50° C. At this temperature, a hydroxylamine solution (4.5 g, 0.068 mol, 50% in water, Aldrich) in EtOH (10 mL) is added. The reaction medium is then stirred for 6 hours at a temperature between 50° C. and 70° C. The reaction medium is evaporated under reduced pressure (Tbath 45° C., 65-70 mbar) until a suspension is obtained. The crude reaction product is then taken up in water (5 mL)...